Dataset: the Open Reaction Database (ORD), a public repository of structured organic reaction records. Task: describe an organic reaction: reactants, conditions, products, and yield Reactants: CCOP(=O)(Cc1ccccc1)OCC, Cc1nn(-c2ccccc2)c(Sc2cc(Cl)cc(Cl)c2)c1C=O, [H-], [Na+], C1CCOC1. Reaction SMILES: [CH2:24]([c:25]1[cH:26][cH:27][cH:28][cH:29][cH:30]1)[P:31](=[O:32])([O:33][CH2:34][CH3:35])[O:36][CH2:37][CH3:38].[Cl:1][c:2]1[cH:3][c:4]([S:9][c:10]2[c:11]([CH:22]=[O:23])[c:12]([CH3:21])[n:13][n:14]2-[c:15]2[cH:16][cH:17][cH:18][cH:19][cH:20]2)[cH:5][c:6]([Cl:8])[cH:7]1.[H-:39].[Na+:40].[O:41]1[CH2:42][CH2:43][CH2:44][CH2:45]1>>[Cl:1][c:2]1[cH:3][c:4]([S:9][c:10]2[c:11]([CH:22]=[CH:24][c:25]3[cH:26][cH:27][cH:28][cH:29][cH:30]3)[c:12]([CH3:21])[n:13][n:14]2-[c:15]2[cH:16][cH:17][cH:18][cH:19][cH:20]2)[cH:5][c:6]([Cl:8])[cH:7]1. The product is Cc1nn(-c2ccccc2)c(Sc2cc(Cl)cc(Cl)c2)c1C=Cc1ccccc1.